The task is: describe an organic reaction: reactants, conditions, products, and yield. This data is from the Open Reaction Database (ORD), a public repository of structured organic reaction records. Starting materials: O=C(N=C=S)c1ccccc1, CC(C)=O, O, Nc1ccccc1C=Cc1n[nH]c2ccccc12. Product: NC(=S)Nc1ccccc1C=Cc1n[nH]c2ccccc12. As a reaction SMILES: [C:19](=[O:20])([c:21]1[cH:22][cH:23][cH:24][cH:25][cH:26]1)[N:27]=[C:28]=[S:29].[CH3:31][C:32](=[O:33])[CH3:34].[OH2:30].[nH:1]1[n:2][c:3]([CH:10]=[CH:11][c:12]2[c:13]([NH2:18])[cH:14][cH:15][cH:16][cH:17]2)[c:4]2[cH:5][cH:6][cH:7][cH:8][c:9]12>>[nH:1]1[n:2][c:3]([CH:10]=[CH:11][c:12]2[c:13]([NH:18][C:28]([NH2:27])=[S:29])[cH:14][cH:15][cH:16][cH:17]2)[c:4]2[cH:5][cH:6][cH:7][cH:8][c:9]12. Reaction SMILES: [CH3:1][O:2][CH2:3][O:4][c:5]1[c:6]([C:15]2=[CH:16][CH2:17][C:18]3([O:19][CH2:20][CH2:21][O:22]3)[CH2:23][CH2:24]2)[cH:7][cH:8][c:9]([O:11][CH2:12][O:13][CH3:14])[cH:10]1.[H:25][H:26].[Pd:27]>>[CH3:1][O:2][CH2:3][O:4][c:5]1[c:6]([CH:15]2[CH2:16][CH2:17][C:18]3([O:19][CH2:20][CH2:21][O:22]3)[CH2:23][CH2:24]2)[cH:7][cH:8][c:9]([O:11][CH2:12][O:13][CH3:14])[cH:10]1. Reactants: COCOc1ccc(C2=CCC3(CC2)OCCO3)c(OCOC)c1, [H][H], [Pd]. The product is COCOc1ccc(C2CCC3(CC2)OCCO3)c(OCOC)c1. Starting materials: [OH-].[Na+] (NaOH), NO (H2NOH), C1=NC(=CC=2C3=CC=CC=C3NC12)C(=O)OCC (ethyl 9H-β-carboline-3-carboxylate), [H-].[Na+] (NaH), CC1=CC=C(CBr)C=C1 (4-methylbenzyl bromide). The solvent is O (water), CO (methanol), CN(C)C=O (DMF). Run at time 48 hour. Product: CC1=CC=C(CN2C3=CC=CC=C3C=3C=C(N=CC23)C(=O)NO)C=C1 (9-(4-Methylbenzyl)-N-Hydroxy-9H-β-carboline-3-carboxamide). Reaction SMILES: [CH:1]1[C:13]2[NH:12][C:11]3[C:6](=[CH:7][CH:8]=[CH:9][CH:10]=3)[C:5]=2[CH:4]=[C:3]([C:14]([O:16]CC)=O)[N:2]=1.[H-].[Na+].[CH3:21][C:22]1[CH:29]=[CH:28][C:25]([CH2:26]Br)=[CH:24][CH:23]=1.[OH-:30].[Na+].[NH2:32]O>CN(C=O)C.CO.O>[CH3:21][C:22]1[CH:29]=[CH:28][C:25]([CH2:26][N:12]2[C:13]3[CH:1]=[N:2][C:3]([C:14]([NH:32][OH:30])=[O:16])=[CH:4][C:5]=3[C:6]3[C:11]2=[CH:10][CH:9]=[CH:8][CH:7]=3)=[CH:24][CH:23]=1 |f:1.2,4.5|. Procedure details: To a stirred solution of ethyl 9H-β-carboline-3-carboxylate (400 mg, 1.67 mmol) in DMF (5 mL) under a nitrogen atmosphere was added NaH (73 mg, 60% in mineral oil, 1.76 mmol) portionwise, followed by 4-methylbenzyl bromide (308 mg, 1.67 mmol). Stirring was continued for 48 hours at ambient temperature, water (50 mL) was then added to the mixture. The precipitate was filtered, washed with water and dried to give a solid that was dissolved in methanol (35 mL). To the resulting solution, NaOH (2N, ... Starting materials: Cc1ccc(S(=O)(=O)OCc2noc(C(CCCC3CCCCC3)CC(=O)OC(C)(C)C)n2)cc1, NC1CCCCC1. Product: CC(C)(C)OC(=O)CC(CCCC1CCCCC1)c1nc(CNC2CCCCC2)no1. RXN SMILES: [C:1]([CH3:2])([CH3:3])([CH3:4])[O:5][C:6]([CH2:7][CH:8]([CH2:9][CH2:10][CH2:11][CH:12]1[CH2:13][CH2:14][CH2:15][CH2:16][CH2:17]1)[c:18]1[n:19][c:20]([CH2:23][O:24][S:25]([c:26]2[cH:27][cH:28][c:29]([CH3:30])[cH:31][cH:32]2)(=[O:33])=[O:34])[n:21][o:22]1)=[O:35].[NH2:36][CH:37]1[CH2:38][CH2:39][CH2:40][CH2:41][CH2:42]1>>[C:1]([CH3:2])([CH3:3])([CH3:4])[O:5][C:6]([CH2:7][CH:8]([CH2:9][CH2:10][CH2:11][CH:12]1[CH2:13][CH2:14][CH2:15][CH2:16][CH2:17]1)[c:18]1[n:19][c:20]([CH2:23][NH:36][CH:37]2[CH2:38][CH2:39][CH2:40][CH2:41][CH2:42]2)[n:21][o:22]1)=[O:35]. The reactants are O(C1=CC=CC=C1)C1=CC=C(C=C1)N1C=NC=C1 (1-(4-phenoxyphenyl)imidazole), ClS(=O)(=O)O (chlorosulphonic acid). The solvent is C(Cl)(Cl)Cl (chloroform). Reaction conditions: time 8 hour. Yields the product N1(C=NC=C1)C1=CC=C(OC2=CC=C(C=C2)S(=O)(=O)O)C=C1 (4-[4-(Imidazol-1-yl)phenoxy]benzenesulphonic acid). As a reaction SMILES: [O:1]([C:8]1[CH:13]=[CH:12][C:11]([N:14]2[CH:18]=[CH:17][N:16]=[CH:15]2)=[CH:10][CH:9]=1)[C:2]1[CH:7]=[CH:6][CH:5]=[CH:4][CH:3]=1.Cl[S:20]([OH:23])(=[O:22])=[O:21]>C(Cl)(Cl)Cl>[N:14]1([C:11]2[CH:12]=[CH:13][C:8]([O:1][C:2]3[CH:3]=[CH:4][C:5]([S:20]([OH:23])(=[O:22])=[O:21])=[CH:6][CH:7]=3)=[CH:9][CH:10]=2)[CH:18]=[CH:17][N:16]=[CH:15]1. Reported procedure: 137 mmol of 1-(4-phenoxyphenyl)imidazole are dissolved in 250 ml of chloroform. 190 mmol of chlorosulphonic acid are then added dropwise. The whole is left at 45° C. overnight. After cooling and removal of the solvent by evaporation, the resulting oil is taken up in diethyl ether. The resulting solid is filtered off and dried to yield the expected product. The reactants are CCO, CCOC(=O)CC(C)c1ccc(NC(=O)Cc2ccc(NC(=O)N3CCc4ccccc43)c(OC)c2)cc1, [Na+], [OH-], O. Yields the product COc1cc(CC(=O)Nc2ccc(C(C)CC(=O)O)cc2)ccc1NC(=O)N1CCc2ccccc21. RXN SMILES: [CH3:41][CH2:42][OH:43].[N:1]1([C:10](=[O:11])[NH:12][c:13]2[c:14]([O:37][CH3:38])[cH:15][c:16]([CH2:19][C:20](=[O:21])[NH:22][c:23]3[cH:24][cH:25][c:26]([CH:29]([CH2:30][C:31](=[O:32])[O:33][CH2:34][CH3:35])[CH3:36])[cH:27][cH:28]3)[cH:17][cH:18]2)[CH2:2][CH2:3][c:4]2[cH:5][cH:6][cH:7][cH:8][c:9]21.[Na+:40].[OH-:39].[OH2:44]>>[N:1]1([C:10](=[O:11])[NH:12][c:13]2[c:14]([O:37][CH3:38])[cH:15][c:16]([CH2:19][C:20](=[O:21])[NH:22][c:23]3[cH:24][cH:25][c:26]([CH:29]([CH2:30][C:31](=[O:32])[OH:33])[CH3:36])[cH:27][cH:28]3)[cH:17][cH:18]2)[CH2:2][CH2:3][c:4]2[cH:5][cH:6][cH:7][cH:8][c:9]21. The reactants are [H-].[Na+] (sodium hydride), COCCO (2-methoxyethanol), ClC1=CC=C(C=C1)S(=O)(=O)C1CNCCC1 (3-[(4-chlorophenyl)sulfonyl]piperidine). The solvent is CS(=O)C (dimethylsulfoxide), CS(=O)C (dimethyl sulfoxide). Run at time 0.5 hour. Yields the product Cl.COCCOC1=CC=C(C=C1)S(=O)(=O)C1CNCCC1 (3-[[4-(2-Methoxyethoxy)phenyl]sulfonyl]piperidine Hydrochloride). As a reaction SMILES: [H-].[Na+].[CH3:3][O:4][CH2:5][CH2:6][OH:7].[Cl:8][C:9]1[CH:14]=[CH:13][C:12]([S:15]([CH:18]2[CH2:23][CH2:22][CH2:21][NH:20][CH2:19]2)(=[O:17])=[O:16])=[CH:11][CH:10]=1>CS(C)=O>[ClH:8].[CH3:3][O:4][CH2:5][CH2:6][O:7][C:9]1[CH:14]=[CH:13][C:12]([S:15]([CH:18]2[CH2:23][CH2:22][CH2:21][NH:20][CH2:19]2)(=[O:16])=[O:17])=[CH:11][CH:10]=1 |f:0.1,5.6|. Reported procedure: A mixture of 1.56 g (0.065 mole) of sodium hydride and 5.32 g (0.07 mole) of 2-methoxyethanol in 300 ml of dimethylsulfoxide was stirred at room temperature for 0.5 hr. A solution of 12.0 g (0.0463 mole) of 3-[(4-chlorophenyl)sulfonyl]piperidine (free base) in 100 ml of dimethyl sulfoxide was added and the mixture was stirred at 80°-100° C. for 1 hr. The solvent was removed in vacuo and the residue was partitioned between methylene chloride and water. The methylene chloride layer was dried over ... Reactants: C(C=C)(=O)OC (methyl acrylate), C(CCCCC)O (hexanol), ON1C(C=2C(C1=O)=CC=CC2)=O (N-hydroxyphthalimide), C(C)#N (acetonitrile), O=O (oxygen). Reaction SMILES: [C:1]([O:5]C)(=[O:4])[CH:2]=[CH2:3].[CH2:7]([OH:13])[CH2:8][CH2:9][CH2:10][CH2:11][CH3:12].[OH:14]N1[C:19](=[O:20])[C:18]2=[CH:21][CH:22]=[CH:23][CH:24]=[C:17]2[C:16]1=O.O=O.[C:28](#N)[CH3:29]>C([O-])(=O)C.[Co+2].C([O-])(=O)C>[OH:20][CH:19]1[CH2:18][CH:21]([CH2:22][CH2:23][CH2:24][CH2:17][CH3:16])[O:5][C:1]1=[O:4].[C:7]([CH2:3][CH:2]([OH:14])[C:1]([O:5][CH2:28][CH3:29])=[O:4])(=[O:13])[CH2:8][CH2:9][CH2:10][CH2:11][CH3:12] |f:5.6.7|. Reported procedure: A mixture of 3 mmol of methyl acrylate, 30 mmol of hexanol, 0.6 mmol of N-hydroxyphthalimide, 0.003 mmol of cobalt(II) acetate, 0.03 mmol of acetylacetonatocobalt(III), and 1 ml of acetonitrile was stirred at 60° C. in an oxygen atmosphere (1 atm) for 5 hours. A reaction mixture was subjected to column chromatography on a silica gel to yield α-hydroxy-γ-pentyl-γ-butyrolactone in a yield of 46% and ethyl β-hexanoyl-α-hydroxypropionate in a yield of 40%. Reagents/catalysts: C(C)(=O)[O-].[Co+2].C(C)(=O)[O-] (cobalt(II) acetate). Yields the product OC1C(=O)OC(C1)CCCCC (α-hydroxy-γ-pentyl-γ-butyrolactone), C(CCCCC)(=O)CC(C(=O)OCC)O (ethyl β-hexanoyl-α-hydroxypropionate). Reactants: CO, COC(=O)c1ccc(S(C)(=O)=O)c(C=O)c1Cl, Cl, NO, [Na+], [Na+], O=C([O-])[O-], O. The product is COC(=O)c1ccc(S(C)(=O)=O)c(C=NO)c1Cl. Reaction SMILES: [CH3:27][OH:28].[Cl:1][c:2]1[c:3]([C:4](=[O:5])[O:6][CH3:7])[cH:8][cH:9][c:10]([S:14](=[O:15])(=[O:16])[CH3:17])[c:11]1[CH:12]=[O:13].[ClH:18].[NH2:19][OH:20].[Na+:21].[Na+:22].[O-:23][C:24](=[O:25])[O-:26].[OH2:29]>>[Cl:1][c:2]1[c:3]([C:4](=[O:5])[O:6][CH3:7])[cH:8][cH:9][c:10]([S:14](=[O:15])(=[O:16])[CH3:17])[c:11]1[CH:12]=[N:19][OH:20]. Starting materials: [OH-].[Na+] (NaOH), C(C)(C)(C)OC(=O)N(CCN1CCC(CC1)N1N=C(C=C1C(=O)OCC)C(F)(F)F)C (ethyl 1-(1-(2-(tert-butoxycarbonyl(methyl)amino)ethyl)piperidin-4-yl)-3-(trifluoromethyl)-1H-pyrazole-5-carboxylate), C1CCOC1 (THF). Run in C(C)O (ethanol). Conditions: time 1 hour. The product is C(C)(C)(C)OC(=O)N(CCN1CCC(CC1)N1N=C(C=C1C(=O)O)C(F)(F)F)C (1-(1-(2-(tert-butoxycarbonyl(methyl)amino)ethyl)piperidin-4-yl)-3-(trifluoromethyl)-1H-pyrazole-5-carboxylic acid). Reaction SMILES: [C:1]([O:5][C:6]([N:8]([CH3:31])[CH2:9][CH2:10][N:11]1[CH2:16][CH2:15][CH:14]([N:17]2[C:21]([C:22]([O:24]CC)=[O:23])=[CH:20][C:19]([C:27]([F:30])([F:29])[F:28])=[N:18]2)[CH2:13][CH2:12]1)=[O:7])([CH3:4])([CH3:3])[CH3:2].[OH-].[Na+].C1COCC1>C(O)C>[C:1]([O:5][C:6]([N:8]([CH3:31])[CH2:9][CH2:10][N:11]1[CH2:16][CH2:15][CH:14]([N:17]2[C:21]([C:22]([OH:24])=[O:23])=[CH:20][C:19]([C:27]([F:28])([F:30])[F:29])=[N:18]2)[CH2:13][CH2:12]1)=[O:7])([CH3:4])([CH3:3])[CH3:2] |f:1.2|. Reported procedure: To a stirred suspension of 95 (1.09 g, 2.43 mmol) in ethanol (8.1 ml) was added a solution of NaOH (2.43 ml, 2N, 4.86 mmol) followed by THF (1.6 ml). After stirring at room temperature for 1 h, the mixture was taken to dryness and crude 96 was used as is for the next step. LRMS (ESI): calc. 420.4; found 421.3 (MH)+.